describe an organic reaction: reactants, conditions, products, and yield From a dataset of the Open Reaction Database (ORD), a public repository of structured organic reaction records. Reactants: CC(=O)N1CCc2cc(CC(C)NCCOc3ccccc3OCC(F)(F)F)cc(C#N)c21, O=C([O-])O, CC(C)O, Cl, [Na+]. The product is CC(=O)N1CCc2cc(CC(C)NCCOc3ccccc3OCC(F)(F)F)cc(C(N)=O)c21. RXN SMILES: [C:1]([CH3:2])(=[O:3])[N:4]1[CH2:5][CH2:6][c:7]2[cH:8][c:9]([CH2:15][CH:16]([CH3:17])[NH:18][CH2:19][CH2:20][O:21][c:22]3[c:23]([O:28][CH2:29][C:30]([F:31])([F:32])[F:33])[cH:24][cH:25][cH:26][cH:27]3)[cH:10][c:11]([C:13]#[N:14])[c:12]21.[C:35]([O-:36])(=[O:37])[OH:38].[CH:40]([OH:41])([CH3:42])[CH3:43].[ClH:34].[Na+:39]>>[C:1]([CH3:2])(=[O:3])[N:4]1[CH2:5][CH2:6][c:7]2[cH:8][c:9]([CH2:15][CH:16]([CH3:17])[NH:18][CH2:19][CH2:20][O:21][c:22]3[c:23]([O:28][CH2:29][C:30]([F:31])([F:32])[F:33])[cH:24][cH:25][cH:26][cH:27]3)[cH:10][c:11]([C:13]([NH2:14])=[O:36])[c:12]21. Starting materials: CO, Cc1cc([N+](=O)[O-])ccc1Oc1ccccc1. Product: Cc1cc(N)ccc1Oc1ccccc1. RXN SMILES: [CH3:18][OH:19].[CH3:1][c:2]1[cH:3][c:4]([N+:15]([O-:16])=[O:17])[cH:5][cH:6][c:7]1[O:8][c:9]1[cH:10][cH:11][cH:12][cH:13][cH:14]1>>[CH3:1][c:2]1[cH:3][c:4]([NH2:15])[cH:5][cH:6][c:7]1[O:8][c:9]1[cH:10][cH:11][cH:12][cH:13][cH:14]1.